Dataset: the Open Reaction Database (ORD), a public repository of structured organic reaction records. Task: describe an organic reaction: reactants, conditions, products, and yield Starting materials: C(C)OC(=O)CN1C(CCN(C2=C1C=CC=C2)C(C2=CC=C(C=C2)[N+](=O)[O-])=O)=O (1-ethoxycarbonylmethyl-5-(4-nitrobenzoyl)-1,3,4,5-tetrahydro-1,5-benzodiazepin-2(2H)-one), CO (methanol). The reagents and catalysts are [Fe] (iron). The solvent is C(C)(=O)O (acetic acid). Run at time 10 minute. Yields the product NC1=CC=C(C(=O)N2CCC(N(C3=C2C=CC=C3)CC(=O)OCC)=O)C=C1 (5-(4-aminobenzoyl)-1-ethoxycarbonylmethyl-1,3,4,5-tetrahydro-1,5-benzodiazepin-2(2H)-one). Isolated yield 98.9%. RXN SMILES: [CH2:1]([O:3][C:4]([CH2:6][N:7]1[C:13]2[CH:14]=[CH:15][CH:16]=[CH:17][C:12]=2[N:11]([C:18](=[O:28])[C:19]2[CH:24]=[CH:23][C:22]([N+:25]([O-])=O)=[CH:21][CH:20]=2)[CH2:10][CH2:9][C:8]1=[O:29])=[O:5])[CH3:2].CO>[Fe].C(O)(=O)C>[NH2:25][C:22]1[CH:23]=[CH:24][C:19]([C:18]([N:11]2[C:12]3[CH:17]=[CH:16][CH:15]=[CH:14][C:13]=3[N:7]([CH2:6][C:4]([O:3][CH2:1][CH3:2])=[O:5])[C:8](=[O:29])[CH2:9][CH2:10]2)=[O:28])=[CH:20][CH:21]=1. Reported procedure: The mixture of 1-ethoxycarbonylmethyl-5-(4-nitrobenzoyl)-1,3,4,5-tetrahydro-1,5-benzodiazepin-2(2H)-one (667 mg), iron powder (469 mg), methanol (10 ml) and acetic acid (1 ml) was refluxed for 1 hour. The reaction mixture was cooled to ambient temperature and it was filtered through a bed of celite followed by the removal of methanol. The residue was diluted with chloroform and to the mixture was added saturated sodium bicarbonate aqueous solution followed by stirring for 10 minutes. The resulti... Reactants: ( 4 ), C(CCl)Cl (EDC), C(=O)(OC(C)(C)C)N[C@@H](C(C)C)C(=O)O (N-Boc-L-valine), C(C)(C)(C)[SiH2]OC(C1C(C(C(O1)N1C(N=C(C=C1)N=CN(C)C)=O)(C)O)O)(C1=CC=CC=C1)C1=CC=CC=C1 (N′-{1-[5-(tert-butyl-diphenyl-silanyloxy-methyl)-3,4-dihydroxy-3-methyl-tetrahydro-furan-2-yl]-2-oxo-1,2-dihydro-pyrimidin-4-yl}-N,N-dimethyl-formamidine), C(C)(C)(C)[SiH2]OC(C1C(C(C(O1)N1C(N=C(C=C1)N=CN(C)C)=O)(C)O)O)(C1=CC=CC=C1)C1=CC=CC=C1 (N′-{1-[5-(tert-butyl-diphenyl-silanyloxy-methyl)-3,4-dihydroxy-3-methyl-tetrahydro-furan-2-yl]-2-oxo-1,2-dihydro-pyrimidin-4-yl}-N,N-dimethyl-formamidine). Reagents/catalysts: CN(C)C=1C=CN=CC1 (DMAP). Run in C(Cl)Cl (DCM), C(Cl)Cl (DCM). The product is C(C)(C)(C)[SiH2]OC(C1OC(C(C1OC(C(C(C)C)NC(=O)OC(C)(C)C)=O)(C)O)N1C(N=C(C=C1)N=CN(C)C)=O)(C1=CC=CC=C1)C1=CC=CC=C1 (2-tert-butoxycarbonylamino-3-methyl-butyric acid 2-(tert-butyl-diphenyl-silanyloxy-methyl)-5-[4-(dimethylamino-methyleneamino)-2-oxo-2H-pyrimidin-1-yl]-4-hydroxy-4-methyl-tetrahydro-furan-3-yl ester). As a reaction SMILES: [C:1]([SiH2:5][O:6][C:7]([C:34]1[CH:39]=[CH:38][CH:37]=[CH:36][CH:35]=1)([C:28]1[CH:33]=[CH:32][CH:31]=[CH:30][CH:29]=1)[CH:8]1[O:12][CH:11]([N:13]2[CH:18]=[CH:17][C:16]([N:19]=[CH:20][N:21]([CH3:23])[CH3:22])=[N:15][C:14]2=[O:24])[C:10]([OH:26])([CH3:25])[CH:9]1[OH:27])([CH3:4])([CH3:3])[CH3:2].[C:40]([NH:47][C@H:48]([C:52](O)=[O:53])[CH:49]([CH3:51])[CH3:50])([O:42][C:43]([CH3:46])([CH3:45])[CH3:44])=[O:41].C(Cl)CCl>CN(C1C=CN=CC=1)C.C(Cl)Cl>[C:1]([SiH2:5][O:6][C:7]([C:28]1[CH:33]=[CH:32][CH:31]=[CH:30][CH:29]=1)([C:34]1[CH:35]=[CH:36][CH:37]=[CH:38][CH:39]=1)[CH:8]1[CH:9]([O:27][C:52](=[O:53])[CH:48]([NH:47][C:40]([O:42][C:43]([CH3:44])([CH3:46])[CH3:45])=[O:41])[CH:49]([CH3:51])[CH3:50])[C:10]([OH:26])([CH3:25])[CH:11]([N:13]2[CH:18]=[CH:17][C:16]([N:19]=[CH:20][N:21]([CH3:22])[CH3:23])=[N:15][C:14]2=[O:24])[O:12]1)([CH3:2])([CH3:3])[CH3:4]. Procedure: The next steps in this process comprise reacting (3) with Me2NCH(OMe)2 in DMF to form (4), N-[1-(3,4-dihydroxy-5-hydroxymethyl-3-methyl-tetrahydro-furan-2-yl)-2-oxo-1,2-dihydro-pyrimidin-4-yl]-N,N-dimethyl-formamidine, which is the amino-protected form of (3); reacting (4) with TBDPSCl and imidazole in DCM to provide the 5′-silyl-protected form of (4) as N′-{1-[5-(tert-butyl-diphenyl-silanyloxy-methyl)-3,4-dihydroxy-3-methyl-tetrahydro-furan-2-yl]-2-oxo-1,2-dihydro-pyrimidin-4-yl}-N,N-dimethyl-f...